This data is from the Open Reaction Database (ORD), a public repository of structured organic reaction records. The task is: describe an organic reaction: reactants, conditions, products, and yield Starting materials: C#CCN(CC)CC, CCCn1cnc2c1c(=O)n(CC(C)=O)c(=O)n2C, O=C(O)C=CC(=O)O. The product is CCCn1cnc2c1c(=O)n(CC(C)(O)C#CCN(CC)CC)c(=O)n2C. Reaction SMILES: [CH2:20]([CH3:21])[N:22]([CH2:23][CH3:24])[CH2:25][C:26]#[CH:27].[CH3:1][n:2]1[c:3](=[O:19])[n:4]([CH2:15][C:16]([CH3:17])=[O:18])[c:5](=[O:14])[c:6]2[n:7]([CH2:11][CH2:12][CH3:13])[cH:8][n:9][c:10]12.[OH:28][C:29]([CH:30]=[CH:31][C:32](=[O:33])[OH:34])=[O:35]>>[CH3:1][n:2]1[c:3](=[O:19])[n:4]([CH2:15][C:16]([CH3:17])([OH:18])[C:27]#[C:26][CH2:25][N:22]([CH2:20][CH3:21])[CH2:23][CH3:24])[c:5](=[O:14])[c:6]2[n:7]([CH2:11][CH2:12][CH3:13])[cH:8][n:9][c:10]12. The reactants are COc1ccc(-n2nc(C)cc2NC2=NCCN2C(C)=O)cc1, CO, Cl. Yields the product Cl, COc1ccc(-n2nc(C)cc2NC2=NCCN2)cc1. RXN SMILES: [C:1](=[O:2])([CH3:3])[N:4]1[C:5]([NH:9][c:10]2[cH:11][c:12]([CH3:23])[n:13][n:14]2-[c:15]2[cH:16][cH:17][c:18]([O:21][CH3:22])[cH:19][cH:20]2)=[N:6][CH2:7][CH2:8]1.[CH3:25][OH:26].[ClH:24]>>[ClH:24].[N:4]1=[C:5]([NH:9][c:10]2[cH:11][c:12]([CH3:23])[n:13][n:14]2-[c:15]2[cH:16][cH:17][c:18]([O:21][CH3:22])[cH:19][cH:20]2)[NH:6][CH2:7][CH2:8]1. Starting materials: Cl (Hydrochloric acid), CC=1C=C(C=C(C1)NC1=NC=CC(=N1)C(F)(F)F)C1=CC(=NC=C1)C1(CCC2(OCCO2)CC1)O (8-[4-(3-Methyl-5-{[4-(trifluoromethyl)pyrimidin-2-yl]amino}phenyl)pyridin-2-yl]-1,4-dioxaspiro[4.5]decan-8-ol), C([O-])(O)=O.[Na+] (sodium bicarbonate). The solvent is C1CCOC1 (THF). Reaction conditions: time 1 hour. Yields the product OC1(CCC(CC1)=O)C1=NC=CC(=C1)C1=CC(=CC(=C1)NC1=NC=CC(=N1)C(F)(F)F)C (4-hydroxy-4-[4-(3-methyl-5-{[4-(trifluoromethyl)pyrimidin-2-yl]amino}phenyl)pyridin-2-yl]cyclohexanone). Reaction SMILES: Cl.[CH3:2][C:3]1[CH:4]=[C:5]([C:20]2[CH:25]=[CH:24][N:23]=[C:22]([C:26]3([OH:36])[CH2:35][CH2:34][C:29]4(OCC[O:30]4)[CH2:28][CH2:27]3)[CH:21]=2)[CH:6]=[C:7]([NH:9][C:10]2[N:15]=[C:14]([C:16]([F:19])([F:18])[F:17])[CH:13]=[CH:12][N:11]=2)[CH:8]=1.C(=O)(O)[O-].[Na+]>C1COCC1>[OH:36][C:26]1([C:22]2[CH:21]=[C:20]([C:5]3[CH:6]=[C:7]([NH:9][C:10]4[N:15]=[C:14]([C:16]([F:19])([F:18])[F:17])[CH:13]=[CH:12][N:11]=4)[CH:8]=[C:3]([CH3:2])[CH:4]=3)[CH:25]=[CH:24][N:23]=2)[CH2:35][CH2:34][C:29](=[O:30])[CH2:28][CH2:27]1 |f:2.3|. Procedure details: Hydrochloric acid (1.75 mL, 10.5 mmol, 6.0 M in dioxane) was added to a solution of 8-[4-(3-Methyl-5-{[4-(trifluoromethyl)pyrimidin-2-yl]amino}phenyl)pyridin-2-yl]-1,4-dioxaspiro[4.5]decan-8-ol (255 mg, 0.524 mmol) in THF (3 mL). The reaction mixture was stirred for 1 hour at room temperature, then brought to pH 8 with saturated aqueous sodium bicarbonate. The reaction mixture was extracted with EtOAc (3×), and the combined organic layers were washed with saturated aqueous sodium bicarbonate. Th... Starting materials: Brc1ccc2nc[nH]c2c1, C1CCOC1, Cc1ccc(CN)cc1, CN(C)c1ccccc1-c1ccccc1P(C1CCCCC1)C1CCCCC1. Product: Cc1ccc(CNc2ccc3nc[nH]c3c2)cc1. As a reaction SMILES: [Br:1][c:2]1[cH:3][c:4]2[c:5]([n:6][cH:7][nH:8]2)[cH:9][cH:10]1.[CH2:48]1[O:49][CH2:50][CH2:51][CH2:52]1.[CH3:11][c:12]1[cH:13][cH:14][c:15]([CH2:16][NH2:17])[cH:18][cH:19]1.[CH:20]1([P:21]([CH:22]2[CH2:23][CH2:24][CH2:25][CH2:26][CH2:27]2)[c:28]2[cH:29][cH:30][cH:31][cH:32][c:33]2-[c:34]2[cH:35][cH:36][cH:37][cH:38][c:39]2[N:40]([CH3:41])[CH3:42])[CH2:43][CH2:44][CH2:45][CH2:46][CH2:47]1>>[c:2]1([NH:17][CH2:16][c:15]2[cH:14][cH:13][c:12]([CH3:11])[cH:19][cH:18]2)[cH:3][c:4]2[c:5]([n:6][cH:7][nH:8]2)[cH:9][cH:10]1. RXN SMILES: [B:25]([Br:26])([Br:27])[Br:28].[Br:1][c:2]1[c:3]([Cl:24])[cH:4][c:5]([O:22][CH3:23])[c:6]([S:8](=[O:9])(=[O:10])[N:11]2[c:12]3[c:13]([cH:18][cH:19][cH:20][cH:21]3)[CH2:14][CH2:15][CH2:16][CH2:17]2)[cH:7]1.[Cl:29][CH2:30][Cl:31]>>[Br:1][c:2]1[c:3]([Cl:24])[cH:4][c:5]([OH:22])[c:6]([S:8](=[O:9])(=[O:10])[N:11]2[c:12]3[c:13]([cH:18][cH:19][cH:20][cH:21]3)[CH2:14][CH2:15][CH2:16][CH2:17]2)[cH:7]1. The product is O=S(=O)(c1cc(Br)c(Cl)cc1O)N1CCCCc2ccccc21. Reactants: BrB(Br)Br, COc1cc(Cl)c(Br)cc1S(=O)(=O)N1CCCCc2ccccc21, ClCCl.